The task is: describe an organic reaction: reactants, conditions, products, and yield. This data is from the Open Reaction Database (ORD), a public repository of structured organic reaction records. Reactants: C(C)(C)(C)OC(=O)N[C@H](C(=O)O)COC1=C(C=CC=C1C(F)(F)F)[N+](=O)[O-] ((S)-2-(tert-butoxycarbonylamino)-3-(2-nitro-6-(trifluoromethyl)phenoxy)propanoic acid). The reagents and catalysts are [Pd] (Pd/C). Solvent: CO (MeOH). Product: NC1=C(OC[C@@H](C(=O)O)NC(=O)OC(C)(C)C)C(=CC=C1)C(F)(F)F ((S)-3-(2-amino-6-(trifluoromethyl)phenoxy)-2-(tert-butoxycarbonylamino)propanoic acid). Isolated yield 88.8%. As a reaction SMILES: [C:1]([O:5][C:6]([NH:8][C@@H:9]([CH2:13][O:14][C:15]1[C:20]([C:21]([F:24])([F:23])[F:22])=[CH:19][CH:18]=[CH:17][C:16]=1[N+:25]([O-])=O)[C:10]([OH:12])=[O:11])=[O:7])([CH3:4])([CH3:3])[CH3:2]>CO.[Pd]>[NH2:25][C:16]1[CH:17]=[CH:18][CH:19]=[C:20]([C:21]([F:22])([F:23])[F:24])[C:15]=1[O:14][CH2:13][C@H:9]([NH:8][C:6]([O:5][C:1]([CH3:4])([CH3:3])[CH3:2])=[O:7])[C:10]([OH:12])=[O:11]. Reported procedure: 10% Pd/C (150 mg) was added to a solution of (S)-2-(tert-butoxycarbonylamino)-3-(2-nitro-6-(trifluoromethyl)phenoxy)propanoic acid (1.5 g, 3.8 mmol) in MeOH and the mixture stirred under H2. After 4 h the mixture was filtered through Celite, the filter cake washed with MeOH and the filtrate concentrated to afford (S)-3-(2-amino-6-(trifluoromethyl)phenoxy)-2-(tert-butoxycarbonylamino)propanoic acid (1.23 g, 89%) which was used without purification. Starting materials: O=C(c1ncc[nH]1)c1ncc[nH]1, CN(C)C=O, CCCC=CS(N)(=O)=O, CCOC(=O)N(C)c1ccc(Cn2c(C)nc3ccc(C(=O)O)nc32)c(Cl)c1, Cl, [Na], O. Yields the product CCCC=CS(=O)(=O)NC(=O)c1ccc2nc(C)n(Cc3ccc(N(C)C(=O)OCC)cc3Cl)c2n1. Reaction SMILES: [C:29]([c:30]1[nH:31][cH:32][cH:33][n:34]1)([c:35]1[nH:36][cH:37][cH:38][n:39]1)=[O:40].[CH3:52][N:53]([CH3:54])[CH:55]=[O:56].[CH:42](=[CH:43][CH2:44][CH2:45][CH3:46])[S:47](=[O:48])(=[O:49])[NH2:50].[Cl:1][c:2]1[c:3]([CH2:4][n:5]2[c:6]([CH3:17])[n:7][c:8]3[c:9]2[n:10][c:11]([C:14](=[O:15])[OH:16])[cH:12][cH:13]3)[cH:18][cH:19][c:20]([N:22]([CH3:23])[C:24](=[O:25])[O:26][CH2:27][CH3:28])[cH:21]1.[ClH:51].[Na:41].[OH2:57]>>[Cl:1][c:2]1[c:3]([CH2:4][n:5]2[c:6]([CH3:17])[n:7][c:8]3[c:9]2[n:10][c:11]([C:14](=[O:16])[NH:50][S:47]([CH:42]=[CH:43][CH2:44][CH2:45][CH3:46])(=[O:48])=[O:49])[cH:12][cH:13]3)[cH:18][cH:19][c:20]([N:22]([CH3:23])[C:24](=[O:25])[O:26][CH2:27][CH3:28])[cH:21]1. The reactants are ClC(Cl)Cl, CCOC(=O)c1cn(C(C)CO)c2cc(F)c(F)cc2c1=O, O=S(Cl)Cl. The product is CCOC(=O)c1cn(C(C)CCl)c2cc(F)c(F)cc2c1=O. As a reaction SMILES: [CH:27]([Cl:28])([Cl:29])[Cl:30].[F:1][c:2]1[cH:3][c:4]2[c:5](=[O:22])[c:6]([C:17](=[O:18])[O:19][CH2:20][CH3:21])[cH:7][n:8]([CH:13]([CH2:14][OH:15])[CH3:16])[c:9]2[cH:10][c:11]1[F:12].[S:23]([Cl:24])([Cl:25])=[O:26]>>[F:1][c:2]1[cH:3][c:4]2[c:5](=[O:22])[c:6]([C:17](=[O:18])[O:19][CH2:20][CH3:21])[cH:7][n:8]([CH:13]([CH2:14][Cl:25])[CH3:16])[c:9]2[cH:10][c:11]1[F:12]. Reactants: N#CCCP(CCC#N)CCC#N, CC#N, COCCI. Product: COCC[P+](CCC#N)(CCC#N)CCC#N, [I-]. RXN SMILES: [C:1](#[N:2])[CH2:3][CH2:4][P:5]([CH2:6][CH2:7][C:8]#[N:9])[CH2:10][CH2:11][C:12]#[N:13].[CH3:19][C:20]#[N:21].[I:14][CH2:15][CH2:16][O:17][CH3:18]>>[C:1](#[N:2])[CH2:3][CH2:4][P+:5]([CH2:6][CH2:7][C:8]#[N:9])([CH2:10][CH2:11][C:12]#[N:13])[CH2:15][CH2:16][O:17][CH3:18].[I-:14]. Reactants: C([O-])([O-])=O.[K+].[K+] (Potassium carbonate), OC1=C(C2=CC=CC=C2C=C1)C(=O)O (2-hydroxy-l-naphthoic acid), CI (methyl iodide), CN(C)C=O (DMF). Conditions: temperature 80 celsius. Yields the product COC1=C(C2=CC=CC=C2C=C1)C(=O)OC (methyl 2-methoxynaphthoate). Reaction SMILES: [C:1](=O)([O-])[O-].[K+].[K+].[OH:7][C:8]1[CH:17]=[CH:16][C:15]2[C:10](=[CH:11][CH:12]=[CH:13][CH:14]=2)[C:9]=1[C:18]([OH:20])=O.CI.CN([CH:26]=[O:27])C>>[CH3:1][O:7][C:8]1[CH:17]=[CH:16][C:15]2[C:10](=[CH:11][CH:12]=[CH:13][CH:14]=2)[C:9]=1[C:18]([O:27][CH3:26])=[O:20] |f:0.1.2|. Procedure details: Potassium carbonate (111 g, 803 mmol) was added to a mixture of 2-hydroxy-l-naphthoic acid (50.0 g, 266 mmol) and methyl iodide (189 g, 1330 mmol) in DMF (500 mL). The resulting mixture was heated at 80° C. overnight, then was partitioned between ether and water. The organic was washed with dilute aqueous HCl, dried (MgSO4), and concentrated to afford methyl 2-methoxynaphthoate as an oil. Starting materials: C1(=CC=CC=C1)NC1CCN(C2=CC=CC=C12)C(=O)C1=CC=C(C=C1)OC ((4-phenylamino-3,4-dihydro-2H-quinolin-1-yl)-(4-methoxy-phenyl)-methanone), C(C)(C)N(CC)C(C)C (diisopropylethylamine), O (water), C(C)(=O)Cl (acetyl chloride). Run in C(Cl)Cl (methylene chloride). Product: COC=1C=C(C(=O)N2CCC(C3=CC=CC=C23)N(C(C)=O)C2=CC=CC=C2)C=CC1 ((±)-N-[1-(3-methoxy-benzoyl)-1,2,3,4-tetrahydro-quinolin-4-yl]-N-phenyl-acetamide). Reaction SMILES: [C:1]1([NH:7][CH:8]2[C:17]3[C:12](=[CH:13][CH:14]=[CH:15][CH:16]=3)[N:11]([C:18]([C:20]3[CH:25]=[CH:24][C:23](OC)=[CH:22][CH:21]=3)=[O:19])[CH2:10][CH2:9]2)[CH:6]=[CH:5][CH:4]=[CH:3][CH:2]=1.C(N([CH:34]([CH3:36])C)CC)(C)C.[C:37](Cl)(=[O:39])C.[OH2:41]>C(Cl)Cl>[CH3:37][O:39][C:24]1[CH:25]=[C:20]([CH:21]=[CH:22][CH:23]=1)[C:18]([N:11]1[C:12]2[C:17](=[CH:16][CH:15]=[CH:14][CH:13]=2)[CH:8]([N:7]([C:1]2[CH:2]=[CH:3][CH:4]=[CH:5][CH:6]=2)[C:34](=[O:41])[CH3:36])[CH2:9][CH2:10]1)=[O:19]. Procedure: To a solution of (4-phenylamino-3,4-dihydro-2H-quinolin-1-yl)-(4-methoxy-phenyl)-methanone in methylene chloride was added diisopropylethylamine followed by acetyl chloride. The mixture was stirred at room temperature over night. The mixture was poured into water and extracted with dichloromethane. The extracts were washed with 1 M (aq) NaOH and brine, dried over magnesium sulfate, filtered dried and concentrated. The crude residue was purified by silica gel chromatography (50% hexanes/50% ethyl...